Dataset: the Open Reaction Database (ORD), a public repository of structured organic reaction records. Task: describe an organic reaction: reactants, conditions, products, and yield Reactants: Nc1cc(Br)cnc1Cl, CC(=O)c1ccc(S(=O)(=O)Cl)cc1, c1ccncc1. The product is CC(=O)c1ccc(S(=O)(=O)Nc2cc(Br)cnc2Cl)cc1. RXN SMILES: [Br:1][c:2]1[cH:3][c:4]([NH2:9])[c:5]([Cl:8])[n:6][cH:7]1.[C:10]([CH3:11])(=[O:12])[c:13]1[cH:14][cH:15][c:16]([S:19](=[O:20])(=[O:21])[Cl:22])[cH:17][cH:18]1.[cH:23]1[cH:24][cH:25][n:26][cH:27][cH:28]1>>[Br:1][c:2]1[cH:3][c:4]([NH:9][S:19]([c:16]2[cH:15][cH:14][c:13]([C:10]([CH3:11])=[O:12])[cH:18][cH:17]2)(=[O:20])=[O:21])[c:5]([Cl:8])[n:6][cH:7]1. Starting materials: NN1N=C(C2=C(C1=O)SC=C2)C2=CC=CC=C2 (6-amino-4-phenylthieno[2,3-d]pyridazin-7(6H)-one), OC12CC3(CC(CC(C1)C3)C2)CC(=O)O (2-(3-hydroxyadamantan-1-yl)acetic acid). Product: OC12CC3(CC(CC(C1)C3)C2)CC(=O)NN2N=C(C3=C(C2=O)SC=C3)C3=CC=CC=C3 (2-(3-hydroxyadamantan-1-yl)-N-(7-oxo-4-phenylthieno[2,3-d]pyridazin-6(7H)-yl)acetamide). As a reaction SMILES: [NH2:1][N:2]1[C:7](=[O:8])[C:6]2[S:9][CH:10]=[CH:11][C:5]=2[C:4]([C:12]2[CH:17]=[CH:16][CH:15]=[CH:14][CH:13]=2)=[N:3]1.[OH:18][C:19]12[CH2:28][CH:23]3[CH2:24][CH:25]([CH2:27][C:21]([CH2:29][C:30](O)=[O:31])([CH2:22]3)[CH2:20]1)[CH2:26]2>>[OH:18][C:19]12[CH2:28][CH:23]3[CH2:24][CH:25]([CH2:27][C:21]([CH2:29][C:30]([NH:1][N:2]4[C:7](=[O:8])[C:6]5[S:9][CH:10]=[CH:11][C:5]=5[C:4]([C:12]5[CH:17]=[CH:16][CH:15]=[CH:14][CH:13]=5)=[N:3]4)=[O:31])([CH2:22]3)[CH2:20]1)[CH2:26]2. Reported procedure: The product from Example 29B and 2-(3-hydroxyadamantan-1-yl)acetic acid were processed using a method similar to that described in Example 17C to afford the title compound. 1H NMR (500 MHz, DMSO-d6) δ ppm 11.37 (s, 1H), 8.35 (d, J=5.2 Hz, 1H), 7.70-7.73 (m, 2H), 7.56-7.58 (m, 4H), 4.39 (s, 1H), 2.12 (s, 2H), 2.07-2.12 (m, 2H), 1.41-1.62 (m, 12H); MS (APCI+) M/Z 436 (M+H)+.